From a dataset of the Open Reaction Database (ORD), a public repository of structured organic reaction records. describe an organic reaction: reactants, conditions, products, and yield Reactants: C(#N)N=C(NCCCCCCCCNC(=NC#N)NC)NCCSCC=1N=CNC1C (1-[N'-cyano-N"-(2-((5-methyl-4-imidazolyl)methylthio)ethyl)guanidino]8-[N'-cyano-N"-methylguanidino]octane), Cl (hydrochloric acid). Product: CC1=C(N=CN1)CSCCN=C(NCCCCCCCCNC(=NC)N)N (1-[N'-(2-((5-methyl-4-imidazolyl)methylthio)ethyl)guanidino]-8-[N'-methylguanidino]octane). Reaction SMILES: C([N:3]=[C:4]([NH:21][CH2:22][CH2:23][S:24][CH2:25][C:26]1[N:27]=[CH:28][NH:29][C:30]=1[CH3:31])[NH:5][CH2:6][CH2:7][CH2:8][CH2:9][CH2:10][CH2:11][CH2:12][CH2:13][NH:14][C:15]([NH:19]C)=[N:16][C:17]#N)#N.Cl>>[CH3:31][C:30]1[NH:29][CH:28]=[N:27][C:26]=1[CH2:25][S:24][CH2:23][CH2:22][N:21]=[C:4]([NH2:3])[NH:5][CH2:6][CH2:7][CH2:8][CH2:9][CH2:10][CH2:11][CH2:12][CH2:13][NH:14][C:15]([NH2:19])=[N:16][CH3:17]. Reported procedure: The product of Example 20 was heated under reflux with an excess of 12 N hydrochloric acid for 10 hours and evaporated to low volume. This solution was basified by the addition of a basic polyamine polystyrene ion-exchange resin cross-linked with 2% divinylbenzene (OH- form) and the solution was evaporated to dryness to give 1-[N'-(2-((5-methyl-4-imidazolyl)methylthio)ethyl)guanidino]-8-[N'-methylguanidino]octane. To this product was added an excess of hydrochloric acid and the solution evaporat... Starting materials: ice water, ClC(C(=O)OC)CC1=CC(=C(C=C1)N1C(N(C(=CC1=O)C(F)(F)F)C)=O)F (methyl 2-chloro-3-[3-fluoro-4-(1-methyl-6-trifluoromethyl-2,4(1H,3H)-pyrimidinedion-3-yl)phenyl]propanoate), ClC(C(=O)OC)CC1=CC(=C(C=C1)N1C(N(C(=CC1=O)C(F)(F)F)C)=O)F (methyl 2-chloro-3-[3-fluoro-4-(1-methyl-6-trifluoromethyl-2,4(1H,3H)-pyrimidinedion-3-yl)phenyl]propanoate), [N+](=O)(O)[O-] (nitric acid), ice. Run in S(O)(O)(=O)=O (sulfuric acid). Reaction conditions: temperature 10 celsius, time 1 hour. Yields the product ClC(C(=O)OC)CC1=C(C=C(C(=C1)F)N1C(N(C(=CC1=O)C(F)(F)F)C)=O)[N+](=O)[O-] (methyl 2-chloro-3-[5-fluoro-2-nitro-4-(1-methyl-6-trifluoromethyl-2,4(1H,3H)-pyrimidinedion-3-yl)phenyl]propanoate). The yield is 28.2%. Reaction SMILES: [Cl:1][CH:2]([CH2:7][C:8]1[CH:13]=[CH:12][C:11]([N:14]2[C:19](=[O:20])[CH:18]=[C:17]([C:21]([F:24])([F:23])[F:22])[N:16]([CH3:25])[C:15]2=[O:26])=[C:10]([F:27])[CH:9]=1)[C:3]([O:5][CH3:6])=[O:4].[N+:28]([O-])([OH:30])=[O:29]>S(=O)(=O)(O)O>[Cl:1][CH:2]([CH2:7][C:8]1[CH:9]=[C:10]([F:27])[C:11]([N:14]2[C:19](=[O:20])[CH:18]=[C:17]([C:21]([F:23])([F:24])[F:22])[N:16]([CH3:25])[C:15]2=[O:26])=[CH:12][C:13]=1[N+:28]([O-:30])=[O:29])[C:3]([O:5][CH3:6])=[O:4]. Reported procedure: A mixture of 10.4 grams (0.025 mole) of methyl 2-chloro-3-[3-fluoro-4-(1-methyl-6-trifluoromethyl-2,4(1H,3H)-pyrimidinedion-3-yl)phenyl]propanoate in 100 mL of concentrated sulfuric acid was stirred for two hours until the methyl propanoate was completely dissolved. The mixture was then cooled to 10° C., and 2.7 grams (0.030 mole) of 70% nitric acid was added dropwise while the temperature of the reaction mixture was held at 10° C. Upon completion of addition, the reaction mixture was allowed to... The reactants are COC(=O)C(=O)c1ccc(OCCCCOc2ccc3ccccc3c2)cc1, CO, CC(C)=O, [Na+], [OH-]. The product is O=C(O)C(=O)c1ccc(OCCCCOc2ccc3ccccc3c2)cc1. Reaction SMILES: [CH3:1][O:2][C:3]([C:4]([c:5]1[cH:6][cH:7][c:8]([O:11][CH2:12][CH2:13][CH2:14][CH2:15][O:16][c:17]2[cH:18][c:19]3[cH:20][cH:21][cH:22][cH:23][c:24]3[cH:25][cH:26]2)[cH:9][cH:10]1)=[O:27])=[O:28].[CH3:31][OH:32].[CH3:33][C:34](=[O:35])[CH3:36].[Na+:30].[OH-:29]>>[O:2]=[C:3]([C:4]([c:5]1[cH:6][cH:7][c:8]([O:11][CH2:12][CH2:13][CH2:14][CH2:15][O:16][c:17]2[cH:18][c:19]3[cH:20][cH:21][cH:22][cH:23][c:24]3[cH:25][cH:26]2)[cH:9][cH:10]1)=[O:27])[OH:28]. Starting materials: C(CCCCC)[SiH](Cl)Cl (n-hexyldichlorosilane), C=CCCCCCCCCCC (1-dodecene), H2PtCl6. The solvent is C(C)(C)O (isopropanol). Run at temperature 50 celsius, time 15 hour. Yields the product C(CCCCC)[Si](Cl)(Cl)CCCCCCCCCCCC (n-hexyldodecyldichlorosilane). RXN SMILES: [CH2:1]([SiH:7]([Cl:9])[Cl:8])[CH2:2][CH2:3][CH2:4][CH2:5][CH3:6].[CH2:10]=[CH:11][CH2:12][CH2:13][CH2:14][CH2:15][CH2:16][CH2:17][CH2:18][CH2:19][CH2:20][CH3:21]>C(O)(C)C>[CH2:1]([Si:7]([CH2:21][CH2:20][CH2:19][CH2:18][CH2:17][CH2:16][CH2:15][CH2:14][CH2:13][CH2:12][CH2:11][CH3:10])([Cl:9])[Cl:8])[CH2:2][CH2:3][CH2:4][CH2:5][CH3:6]. Reported procedure: The above-mentioned n-hexyldichlorosilane in an amount of 3.33 g (18 millimol), 3.36 g (20 millimol) of 1-dodecene and as a catalyst a solution of H2PtCl6 ·6H2O in isopropanol (0.05 mol % relative to dichlorosilane) were charged in a flask equipped with a cooler and the mixture was reacted with stirring in an oil bath at 50° C. for 15 hours. After reaction, reaction solution was distilled to obtain n-hexyldodecyldichlorosilane. The infrared spectrum of this compound is shown in FIG. 2. The absor... The reactants are C(C)(=O)C=1C(=NN(C1N)C1=C(C=C(C=C1Cl)C(F)(F)F)Cl)C#N (4-acetyl-5-amino-3-cyano-1-(2,6-dichloro-4-trifluoromethylphenyl)pyrazole), C(C)(C)(C)ON=O (t-butylnitrite). Run in O1CCCC1 (tetrahydrofuran). Yields the product C(C)(=O)C=1C(=NN(C1)C1=C(C=C(C=C1Cl)C(F)(F)F)Cl)C#N (4-Acetyl-3-cyano-1-(2,6-dichloro-4-trifluoromethylphenyl)pyrazole). As a reaction SMILES: [C:1]([C:4]1[C:5]([C:22]#[N:23])=[N:6][N:7]([C:10]2[C:15]([Cl:16])=[CH:14][C:13]([C:17]([F:20])([F:19])[F:18])=[CH:12][C:11]=2[Cl:21])[C:8]=1N)(=[O:3])[CH3:2].C(ON=O)(C)(C)C>O1CCCC1>[C:1]([C:4]1[C:5]([C:22]#[N:23])=[N:6][N:7]([C:10]2[C:15]([Cl:16])=[CH:14][C:13]([C:17]([F:20])([F:19])[F:18])=[CH:12][C:11]=2[Cl:21])[CH:8]=1)(=[O:3])[CH3:2]. Procedure: To a stirred solution of 4-acetyl-5-amino-3-cyano-1-(2,6-dichloro-4-trifluoromethylphenyl)pyrazole (0.4 g) in tetrahydrofuran (2 ml) was added dropwise t-butylnitrite (0.0262 ml). The mixture was heated under reflux for 30 minutes. The reaction mixture was applied to a silica gel (1 g) column and eluted with tetrahydrofuran to provide the title compound as white solid, m.p. 166-168° C. The reactants are C(C)(=O)O[BH-](OC(C)=O)OC(C)=O.[Na+] (sodium triacetoxyborohydride), N[C@@H](C(=O)N1CCCC1)C(C)C ((R)-2-amino-3-methyl-1-(pyrrolidin-1-yl)butan-1-one), C(=O)C1=C2C(=NC=C1)N(C=C2C(=O)OC)C(=O)OC(C)(C)C (1-tert-butyl 3-methyl 4-formyl-1H-pyrrolo[2,3-b]pyridine-1,3-dicarboxylate). The reagents and catalysts are C(C)(=O)O (acetic acid). Solvent: ClCCCl (DCE), ClCCCl (DCE). Run at time 30 minute. Product: CC([C@H](C(N1CCCC1)=O)NCC1=C2C(=NC=C1)N(C=C2C(=O)OC)C(=O)OC(C)(C)C)C ((R)-1-tert-butyl 3-methyl 4-((3-methyl-1-oxo-1-(pyrrolidin-1-yl)butan-2-ylamino)methyl)-1H-pyrrolo[2,3-b]pyridine-1,3-dicarboxylate). Isolated yield 84.8%. RXN SMILES: C(O[BH-](OC(=O)C)OC(=O)C)(=O)C.[Na+].[NH2:15][C@H:16]([CH:24]([CH3:26])[CH3:25])[C:17]([N:19]1[CH2:23][CH2:22][CH2:21][CH2:20]1)=[O:18].[CH:27]([C:29]1[CH:34]=[CH:33][N:32]=[C:31]2[N:35]([C:42]([O:44][C:45]([CH3:48])([CH3:47])[CH3:46])=[O:43])[CH:36]=[C:37]([C:38]([O:40][CH3:41])=[O:39])[C:30]=12)=O>ClCCCl.C(O)(=O)C>[CH3:25][CH:24]([CH3:26])[C@@H:16]([NH:15][CH2:27][C:29]1[CH:34]=[CH:33][N:32]=[C:31]2[N:35]([C:42]([O:44][C:45]([CH3:48])([CH3:47])[CH3:46])=[O:43])[CH:36]=[C:37]([C:38]([O:40][CH3:41])=[O:39])[C:30]=12)[C:17](=[O:18])[N:19]1[CH2:23][CH2:22][CH2:21][CH2:20]1 |f:0.1|. Procedure details: A mixture of sodium triacetoxyborohydride (139 mg, 0.657 mmol) and (R)-2-amino-3-methyl-1-(pyrrolidin-1-yl)butan-1-one (84 mg, 0.493 mmol) in DCE (2 mL) was stirred at room temperature for 30 min. The reaction mixture was cooled to 0° C. A solution of 1-tert-butyl 3-methyl 4-formyl-1H-pyrrolo[2,3-b]pyridine-1,3-dicarboxylate (100 mg, 0.329 mmol) in DCE (2 mL) was added, followed by acetic acid (1 drop). The reaction was stirred at 0° C. for 30 min and then at room temperature for 3 h. Purificati... Reactants: glass, ClC1=CC2=C(C=N1)OC1=CC=C(C=C1[C@]21N=C(OC1)N)B1OC(C(O1)(C)C)(C)C ((S)-3-chloro-7-(4,4,5,5-tetramethyl-1,3,2-dioxaborolan-2-yl)-5′H-spiro[chromeno[2,3-c]pyridine-5,4′-oxazol]-2′-amine), P(=O)([O-])([O-])[O-].[K+].[K+].[K+] (potassium phosphate), FC1=NC=CC(=C1I)F (2,4-difluoro-3-iodopyridine). The reagents and catalysts are CC(C)(C)P(C1=CC=C(C=C1)N(C)C)C(C)(C)C.CC(C)(C)P(C1=CC=C(C=C1)N(C)C)C(C)(C)C.Cl[Pd]Cl (bis(di-tert-butyl(4-dimethylaminophenyl)phosphine)dichloropalladium (II)). The solvent is CCOC(=O)C (EtOAc), O (water), O1CCOCC1 (dioxane), O (water). Reaction conditions: temperature 100 celsius. Yields the product FC1=NC=CC(=C1C=1C=C2C(=CC1)OC=1C=NC(=CC1[C@@]21N=C(OC1)N)C=1CCOCC1)F ((5S)-7-(2,4-difluoro-3-pyridinyl)-3-(3,6-dihydro-2H-pyran-4-yl)spiro[chromeno[2,3-c]pyridine-5,4′-[1,3]oxazol]-2′-amine). RXN SMILES: Cl[C:2]1[N:7]=[CH:6][C:5]2[O:8][C:9]3[C:14]([C@@:15]4([CH2:19][O:18][C:17]([NH2:20])=[N:16]4)[C:4]=2[CH:3]=1)=[CH:13][C:12](B1OC(C)(C)C(C)(C)O1)=[CH:11][CH:10]=3.P([O-])([O-])([O-])=O.[K+].[K+].[K+].[F:38][C:39]1[C:44](I)=[C:43]([F:46])[CH:42]=[CH:41][N:40]=1>O1CCOCC1.O.CCOC(C)=O.CC(P(C(C)(C)C)C1C=CC(N(C)C)=CC=1)(C)C.CC(P(C(C)(C)C)C1C=CC(N(C)C)=CC=1)(C)C.Cl[Pd]Cl>[F:38][C:39]1[C:44]([C:12]2[CH:13]=[C:14]3[C@@:15]4([CH2:19][O:18][C:17]([NH2:20])=[N:16]4)[C:4]4[CH:3]=[C:2]([C:15]5[CH2:14][CH2:9][O:8][CH2:5][CH:4]=5)[N:7]=[CH:6][C:5]=4[O:8][C:9]3=[CH:10][CH:11]=2)=[C:43]([F:46])[CH:42]=[CH:41][N:40]=1 |f:1.2.3.4,9.10.11|. Procedure: A 20 mL glass microwave reaction vessel was charged with (S)-3-chloro-7-(4,4,5,5-tetramethyl-1,3,2-dioxaborolan-2-yl)-5′H-spiro[chromeno[2,3-c]pyridine-5,4′-oxazol]-2′-amine (0.251 g, 0.608 mmol), potassium phosphate (0.269 g, 1.266 mmol), 2,4-difluoro-3-iodopyridine (0.122 g, 0.506 mmol) and bis(di-tert-butyl(4-dimethylaminophenyl)phosphine)dichloropalladium (II) (0.036 g, 0.051 mmol) in dioxane (3.2 mL) and water (0.8 mL). The reaction mixture was heated at 100° C. for 30 min in microwave reac... Yields the product C(C)OC(CC1CCN(CC1)C1=NC=C(C=C1)N)=O ((5′-amino-3,4,5,6-tetrahydro-2H-[1,2′]bipyridinyl-4-yl)-acetic acid ethyl ester). Procedure details: A mixture of intermediate (1) (0.0102 mol) in THF (50 ml) was hydrogenated with palladium on carbon (10%; 0.3 g) as a catalyst for 30 minutes at a temperature of 50° C. After uptake of hydrogen (1 equivalent), the catalyst was filtered off and the filtrate was evaporated, yielding (5′-amino-3,4,5,6-tetrahydro-2H-[1,2′]bipyridinyl-4-yl)-acetic acid ethyl ester (intermediate 2). Reaction SMILES: [CH2:1]([O:3][C:4](=[O:21])[CH2:5][CH:6]1[CH2:11][CH2:10][N:9]([C:12]2[CH:17]=[CH:16][C:15]([N+:18]([O-])=O)=[CH:14][N:13]=2)[CH2:8][CH2:7]1)[CH3:2].[H][H]>C1COCC1.[Pd]>[CH2:1]([O:3][C:4](=[O:21])[CH2:5][CH:6]1[CH2:11][CH2:10][N:9]([C:12]2[CH:17]=[CH:16][C:15]([NH2:18])=[CH:14][N:13]=2)[CH2:8][CH2:7]1)[CH3:2]. The reagents and catalysts are [Pd] (palladium on carbon). The solvent is C1CCOC1 (THF). Starting materials: C(C)OC(CC1CCN(CC1)C1=NC=C(C=C1)[N+](=O)[O-])=O ((5′-nitro-3,4,5,6-tetrahydro-2H-[1,2′]bipyridinyl-4-yl)-acetic acid ethyl ester), [H][H] (hydrogen).